Dataset: the Open Reaction Database (ORD), a public repository of structured organic reaction records. Task: describe an organic reaction: reactants, conditions, products, and yield Starting materials: C(C)(=O)N1[C@H](C[C@H](C2=CC(=CC=C12)C(=O)O)NC1=CC=C(C=C1)N1CCOCC1)C ((2S,4R)-1-acetyl-2-methyl-4-[(4-morpholinophenyl)amino]-1,2,3,4-tetrahydroquinoline-6-carboxylic acid), C1(CCCCC1)N (cyclohexylamine). Product: C(C)(=O)N1[C@H](C[C@H](C2=CC(=CC=C12)C(=O)NC1CCCCC1)NC1=CC=C(C=C1)N1CCOCC1)C ((2S,4R)-1-acetyl-N-cyclohexyl-2-methyl-4-[(4-morpholinophenyl)amino]-1,2,3,4-tetrahydroquinoline-6-carboxamide). Isolated yield 87.5%. RXN SMILES: [C:1]([N:4]1[C:13]2[C:8](=[CH:9][C:10]([C:14](O)=[O:15])=[CH:11][CH:12]=2)[C@H:7]([NH:17][C:18]2[CH:23]=[CH:22][C:21]([N:24]3[CH2:29][CH2:28][O:27][CH2:26][CH2:25]3)=[CH:20][CH:19]=2)[CH2:6][C@@H:5]1[CH3:30])(=[O:3])[CH3:2].[CH:31]1([NH2:37])[CH2:36][CH2:35][CH2:34][CH2:33][CH2:32]1>>[C:1]([N:4]1[C:13]2[C:8](=[CH:9][C:10]([C:14]([NH:37][CH:31]3[CH2:36][CH2:35][CH2:34][CH2:33][CH2:32]3)=[O:15])=[CH:11][CH:12]=2)[C@H:7]([NH:17][C:18]2[CH:19]=[CH:20][C:21]([N:24]3[CH2:29][CH2:28][O:27][CH2:26][CH2:25]3)=[CH:22][CH:23]=2)[CH2:6][C@@H:5]1[CH3:30])(=[O:3])[CH3:2]. Procedure: Reactions and treatments were carried out in the same manner as in Example 110, using 82 mg of (2S,4R)-1-acetyl-2-methyl-4-[(4-morpholinophenyl)amino]-1,2,3,4-tetrahydroquinoline-6-carboxylic acid and 60 mg of cyclohexylamine. Thus, 86 mg (87%) of the title compound was obtained as a yellow amorphous substance. The reactants are C(C=C)(=O)N1C[C@@H](CCC1)N1C(=NC2=C1C=CC(=C2)C(=O)O)NC(C2=CC(=CC=C2)C(F)(F)F)=O ((R)-1-(1-acryloylpiperidin-3-yl)-2-(3-(trifluoromethyl)benzamido)-1H-benzo[d]imidazole-5-carboxylic acid), [NH4+].[Cl-] (NH4Cl), OC1=CC=CC=2NN=NC21 (hydroxybenzotriazole), Cl.C(C)N=C=NCCCN(C)C (1-ethyl-3-(3-dimethylaminopropyl)carbodiimide hydrochloride). The solvent is CN(C)C=O (DMF), O (water). Reaction conditions: time 14 hour. Product: C(C=C)(=O)N1C[C@@H](CCC1)N1C(=NC2=C1C=CC(=C2)C(=O)N)NC(C2=CC(=CC=C2)C(F)(F)F)=O ((R)-1-(1-acryloylpiperidin-3-yl)-2-(3-(trifluoromethyl)benzamido)-1H-benzo[d]imidazole-5-carboxamide). As a reaction SMILES: [C:1]([N:5]1[CH2:10][CH2:9][CH2:8][C@@H:7]([N:11]2[C:15]3[CH:16]=[CH:17][C:18]([C:20](O)=[O:21])=[CH:19][C:14]=3[N:13]=[C:12]2[NH:23][C:24](=[O:35])[C:25]2[CH:30]=[CH:29][CH:28]=[C:27]([C:31]([F:34])([F:33])[F:32])[CH:26]=2)[CH2:6]1)(=[O:4])[CH:2]=[CH2:3].[NH4+].[Cl-].OC1C2N=N[NH:44]C=2C=CC=1.Cl.C(N=C=NCCCN(C)C)C>CN(C=O)C.O>[C:1]([N:5]1[CH2:10][CH2:9][CH2:8][C@@H:7]([N:11]2[C:15]3[CH:16]=[CH:17][C:18]([C:20]([NH2:44])=[O:21])=[CH:19][C:14]=3[N:13]=[C:12]2[NH:23][C:24](=[O:35])[C:25]2[CH:30]=[CH:29][CH:28]=[C:27]([C:31]([F:32])([F:34])[F:33])[CH:26]=2)[CH2:6]1)(=[O:4])[CH:2]=[CH2:3] |f:1.2,4.5|. Procedure: To a solution of Example 18 (50 mg, 0.1 mmol) and NH4Cl (7 mg, 0.11 mmol) in DMF (4 mL) were added hydroxybenzotriazole (15 mg, 0.11 mmol) and 1-ethyl-3-(3-dimethylaminopropyl)carbodiimide hydrochloride (21 mg, 0.11 mmol) and the mixture was stirred at room temperature for 14 h (completion of reaction monitored by TLC). The mixture was diluted with water and extracted with CH2Cl2 (3×20 mL). The combined organic phase was washed with water and brine, dried over Na2SO4 and concentrated under reduc... Reactants: CC(C)(C)Nc1ncccc1-c1nnnn1-c1ccc(Br)c(F)c1F, Cc1ccccc1, C1CCC(P(C2CCCCC2)C2CCCCC2)CC1, [K+], [K+], [K+], CC(=O)[O-], CC(=O)[O-], O, O=P([O-])([O-])[O-], [Pd+2], [Pd], c1ccc(P(c2ccccc2)c2ccccc2)cc1, c1ccc(P(c2ccccc2)c2ccccc2)cc1, c1ccc(P(c2ccccc2)c2ccccc2)cc1, c1ccc(P(c2ccccc2)c2ccccc2)cc1. The product is CC(C)(C)Nc1ncccc1-c1nnnn1-c1ccc(C2CC2)c(F)c1F. As a reaction SMILES: [C:1]([CH3:2])([CH3:3])([CH3:4])[NH:5][c:6]1[n:7][cH:8][cH:9][cH:10][c:11]1-[c:12]1[n:13][n:14][n:15][n:16]1-[c:17]1[c:18]([F:25])[c:19]([F:24])[c:20]([Br:23])[cH:21][cH:22]1.[CH3:53][c:54]1[cH:55][cH:56][cH:57][cH:58][cH:59]1.[CH:26]1([P:27]([CH:31]2[CH2:32][CH2:33][CH2:34][CH2:35][CH2:36]2)[CH:39]2[CH2:30][CH2:29][CH2:28][CH2:43][CH2:44]2)[CH2:37][CH2:38][CH2:40][CH2:41][CH2:42]1.[K+:50].[K+:51].[K+:52].[O-:62][C:63]([CH3:64])=[O:65].[O-:66][C:67]([CH3:68])=[O:69].[OH2:60].[P:45]([O-:46])([O-:47])([O-:48])=[O:49].[Pd+2:61].[Pd:70].[c:109]1([P:110]([c:111]2[cH:112][cH:113][cH:114][cH:115][cH:116]2)[c:117]2[cH:118][cH:119][cH:120][cH:121][cH:122]2)[cH:123][cH:124][cH:125][cH:126][cH:127]1.[c:128]1([P:129]([c:130]2[cH:131][cH:132][cH:133][cH:134][cH:135]2)[c:136]2[cH:137][cH:138][cH:139][cH:140][cH:141]2)[cH:142][cH:143][cH:144][cH:145][cH:146]1.[c:71]1([P:72]([c:73]2[cH:74][cH:75][cH:76][cH:77][cH:78]2)[c:79]2[cH:80][cH:81][cH:82][cH:83][cH:84]2)[cH:85][cH:86][cH:87][cH:88][cH:89]1.[c:90]1([P:91]([c:92]2[cH:93][cH:94][cH:95][cH:96][cH:97]2)[c:98]2[cH:99][cH:100][cH:101][cH:102][cH:103]2)[cH:104][cH:105][cH:106][cH:107][cH:108]1>>[C:1]([CH3:2])([CH3:3])([CH3:4])[NH:5][c:6]1[n:7][cH:8][cH:9][cH:10][c:11]1-[c:12]1[n:13][n:14][n:15][n:16]1-[c:17]1[c:18]([F:25])[c:19]([F:24])[c:20]([CH:43]2[CH2:39][CH2:44]2)[cH:21][cH:22]1. The reactants are FC1=C(C=CC(=C1)F)[C@]1(OC1)[C@H](C)O ((1S)-1-[(2R)-2-(2,4-difluorophenyl)-2-oxiranyl]ethanol), FC(C1=CC=C(C=C1)N1N=CNC1=O)(F)F (2-(4-trifluoromethylphenyl)-3(2H,4H)-1,2,4-triazolone), FC1=C(C=CC(=C1)F)[C@]1([C@@H](C)N2C(N(N=C2)C2=CC=C(C=C2)C(F)(F)F)=O)CO1 (4-[(1R,2S)-2-(2,4-difluorophenyl)-2,3-epoxy-1-methylpropyl]-2-(4-trifluoromethylphenyl)-3(2H,4H)-1,2,4-triazolone). Product: FC1=C(C=CC(=C1)F)[C@]1(OC1)[C@@H](C)OC1=NC=NN1C1=CC=C(C=C1)C(F)(F)F ((2R)-2-(2,4-difluorophenyl)-2-[(1R}-1-[1-(4-trifluoromethylphenyl)-1H-1,2,4-triazol-5-yloxy]ethyl]oxirane). The yield is 13.7%. RXN SMILES: [F:1][C:2]1[CH:7]=[C:6]([F:8])[CH:5]=[CH:4][C:3]=1[C@:9]1([C@@H:12]([OH:14])[CH3:13])[CH2:11][O:10]1.[F:15][C:16]([F:30])([F:29])[C:17]1[CH:22]=[CH:21][C:20]([N:23]2[C:27](=O)[NH:26][CH:25]=[N:24]2)=[CH:19][CH:18]=1.FC1C=C(F)C=CC=1[C@]1(OC1)[C@H](N1C=NN(C2C=CC(C(F)(F)F)=CC=2)C1=O)C>>[F:1][C:2]1[CH:7]=[C:6]([F:8])[CH:5]=[CH:4][C:3]=1[C@:9]1([C@H:12]([O:14][C:27]2[N:23]([C:20]3[CH:19]=[CH:18][C:17]([C:16]([F:29])([F:15])[F:30])=[CH:22][CH:21]=3)[N:24]=[CH:25][N:26]=2)[CH3:13])[CH2:11][O:10]1. Procedure details: In the same manner as in Reference Example 5, starting from 2.49 g of (1S)-1-[(2R)-2-(2,4-difluorophenyl)-2-oxiranyl]ethanol and 2.52 g of 2-(4-trifluoromethylphenyl)-3(2H,4H)-1,2,4-triazolone, 4-[(1R,2S)-2-(2,4-difluorophenyl)-2,3-epoxy-1-methylpropyl]-2-(4-trifluoromethylphenyl)-3(2H,4H)-1,2,4-triazolone (1.13 g) and 618 mg of (2R)-2-(2,4-difluorophenyl)-2-[(1R}-1-[1-(4-trifluoromethylphenyl)-1H-1,2,4-triazol-5-yloxy]ethyl]oxirane were obtained.